Dataset: the Open Reaction Database (ORD), a public repository of structured organic reaction records. Task: describe an organic reaction: reactants, conditions, products, and yield Starting materials: CN(C1CCOCC1)CC1=CC=C(N)C=C1 (4-[[N-methyl N-(tetrahydropyran-4-yl)amino]methyl]aniline), CN(C)C=O (DMF), C(CCC)OCCOC1=CC=C(C=C1)C=1C=CC2=C(C=C(CCN2CC=2C=NN(C2)C)C(=O)O)C1 (7-(4-butoxyethoxyphenyl)-1-[(1-methypyrazol-4-yl)methyl]-2,3-dihydro-1-benzazepine-4-carboxylic acid), S(=O)(Cl)Cl (thionyl chloride). Solvent: ClCCl (dichloromethane), C(C)N(CC)CC (triethylamine), O (water), ClCCl (dichloromethane). Reaction conditions: time 1 hour. Yields the product C(CCC)OCCOC1=CC=C(C=C1)C=1C=CC2=C(C=C(CCN2CC=2C=NN(C2)C)C(=O)NC2=CC=C(C=C2)CN(C2CCOCC2)C)C1 (7-(4-butoxyethoxyphenyl)-1-[(1-methylpyrazol-4-yl)methyl]-N-[4-[[N-methyl-N-(tetrahydropyran-4-yl)amino]methyl]phenyl]-2,3-dihydro-1-benzazepine-4-carboxamide). Yield: 62.4%. Reaction SMILES: CN(C=O)C.[CH2:6]([O:10][CH2:11][CH2:12][O:13][C:14]1[CH:19]=[CH:18][C:17]([C:20]2[CH:21]=[CH:22][C:23]3[N:29]([CH2:30][C:31]4[CH:32]=[N:33][N:34]([CH3:36])[CH:35]=4)[CH2:28][CH2:27][C:26]([C:37](O)=[O:38])=[CH:25][C:24]=3[CH:40]=2)=[CH:16][CH:15]=1)[CH2:7][CH2:8][CH3:9].S(Cl)(Cl)=O.[CH3:45][N:46]([CH2:53][C:54]1[CH:60]=[CH:59][C:57]([NH2:58])=[CH:56][CH:55]=1)[CH:47]1[CH2:52][CH2:51][O:50][CH2:49][CH2:48]1>ClCCl.O.C(N(CC)CC)C>[CH2:6]([O:10][CH2:11][CH2:12][O:13][C:14]1[CH:19]=[CH:18][C:17]([C:20]2[CH:21]=[CH:22][C:23]3[N:29]([CH2:30][C:31]4[CH:32]=[N:33][N:34]([CH3:36])[CH:35]=4)[CH2:28][CH2:27][C:26]([C:37]([NH:58][C:57]4[CH:59]=[CH:60][C:54]([CH2:53][N:46]([CH3:45])[CH:47]5[CH2:52][CH2:51][O:50][CH2:49][CH2:48]5)=[CH:55][CH:56]=4)=[O:38])=[CH:25][C:24]=3[CH:40]=2)=[CH:16][CH:15]=1)[CH2:7][CH2:8][CH3:9]. Procedure: One droplet of DMF was added to a solution of 7-(4-butoxyethoxyphenyl)-1-[(1-methypyrazol-4-yl)methyl]-2,3-dihydro-1-benzazepine-4-carboxylic acid (380 mg) in dichloromethane (20 ml). Then, thionyl chloride (124 mg) was added at 0° C., the temperature was returned to room temperature, and the mixture was stirred under nitrogen atmosphere for 1 hour. Then, this solution was added to a solution of 4-[[N-methyl N-(tetrahydropyran-4-yl)amino]methyl]aniline (229 mg) and triethylamine (2.1 g) in dichl... Starting materials: Cl[Sn]Cl (SnCl2), Cl (HCl), [N+](=O)([O-])C=1C(=C(C=CC1)C#CC1=C(C(=NC(=C1F)F)F)F)C#CC1=C(C(=NC(=C1F)F)F)F (4,4′-((3-Nitro-1,2-phenylene)bis (ethyne-2, 1-diyl))bis (2,3,5,6-tetrafluoropyridine)), [N+](=O)([O-])C=1C(=C(C=CC1)C#CC1=C(C(=NC(=C1F)F)F)F)C#CC1=C(C(=NC(=C1F)F)F)F (4,4′-((3-Nitro-1,2-phenylene)bis(ethyne-2,1-diyl))bis(2,3,5,6-tetrafluoropyridine)). The solvent is C1CCOC1 (THF). Run at time 1 day. Yields the product FC1=NC(=C(C(=C1F)C#CC1=C(N)C=CC=C1C#CC1=C(C(=NC(=C1F)F)F)F)F)F (2,3-Bis((perfluoropyridin-4-yl)ethynyl)aniline). Reaction SMILES: Cl[Sn]Cl.Cl.[N+:5]([C:8]1[C:9]([C:26]#[C:27][C:28]2[C:33]([F:34])=[C:32]([F:35])[N:31]=[C:30]([F:36])[C:29]=2[F:37])=[C:10]([C:14]#[C:15][C:16]2[C:21]([F:22])=[C:20]([F:23])[N:19]=[C:18]([F:24])[C:17]=2[F:25])[CH:11]=[CH:12][CH:13]=1)([O-])=O>C1COCC1>[F:36][C:30]1[C:29]([F:37])=[C:28]([C:27]#[C:26][C:9]2[C:10]([C:14]#[C:15][C:16]3[C:21]([F:22])=[C:20]([F:23])[N:19]=[C:18]([F:24])[C:17]=3[F:25])=[CH:11][CH:12]=[CH:13][C:8]=2[NH2:5])[C:33]([F:34])=[C:32]([F:35])[N:31]=1. Reported procedure: SnCl2 (5.8 g, 31 mmol) and 1.5 mL of conc. HCl (aq) were added to the solution of 4,4′-((3-Nitro-1,2-phenylene)bis (ethyne-2, 1-diyl))bis (2,3,5,6-tetrafluoropyridine), (18) (1.45 g, 3.1 mmol) in 30 mL of THF. The reaction mixture was stired for 1 day. After basification till pH>9 with NaOH (1.0 N solution), the product was extracted with dichloromethane. Solvent was evaporated and 0.4 g (31%) of the product aniline was purified by recrystallization: 1H-NMR (300 MHz, CDCl3) δ 7.29 (m, 1H), 7.09 ... Starting materials: CC(=O)Cl, [H-], [Na+], O=C(NOC1CCCCO1)c1cnc(N2CCc3c([nH]c4ccccc34)C2)nc1, CN(C)C=O. Product: CC(=O)n1c2c(c3ccccc31)CCN(c1ncc(C(=O)NOC3CCCCO3)cn1)C2. Reaction SMILES: [CH3:32][C:33]([Cl:34])=[O:35].[H-:30].[Na+:31].[O:1]1[CH:2]([O:7][NH:8][C:9](=[O:10])[c:11]2[cH:12][n:13][c:14]([N:17]3[CH2:18][c:19]4[nH:20][c:21]5[cH:22][cH:23][cH:24][cH:25][c:26]5[c:27]4[CH2:28][CH2:29]3)[n:15][cH:16]2)[CH2:3][CH2:4][CH2:5][CH2:6]1.[O:36]=[CH:37][N:38]([CH3:39])[CH3:40]>>[O:1]1[CH:2]([O:7][NH:8][C:9](=[O:10])[c:11]2[cH:12][n:13][c:14]([N:17]3[CH2:18][c:19]4[n:20]([C:33]([CH3:32])=[O:35])[c:21]5[cH:22][cH:23][cH:24][cH:25][c:26]5[c:27]4[CH2:28][CH2:29]3)[n:15][cH:16]2)[CH2:3][CH2:4][CH2:5][CH2:6]1. The reactants are Clc1nc2ccc(Br)cc2s1, CO, NC(N)=S. Yields the product Sc1nc2ccc(Br)cc2s1. Reaction SMILES: [Br:1][c:2]1[cH:3][c:4]2[c:5]([n:6][c:7]([Cl:9])[s:8]2)[cH:10][cH:11]1.[CH3:16][OH:17].[NH2:12][C:13]([NH2:14])=[S:15]>>[Br:1][c:2]1[cH:3][c:4]2[c:5]([n:6][c:7]([SH:15])[s:8]2)[cH:10][cH:11]1. Reported procedure: To a flask charged with 5-bromo-4-propyl-2-benzofuran-1(3H)-one (130 mg, 0.51 mmol) and a stir bar was added allyl tri-n-butyltin (0.24 mL, 0.76 mmol), PdCl2(dppf)-DCM complex (42 mg, 0.051 mmol), lithium chloride (65 mg, 1.5 mmol), and tolene (5 mL). The mixture was sealed with a condensor, purged with nitrogen three times, and heated to reflux for 5 hours. The crude reaction was diluted with EtOAc, adsorbed onto silica gel, and purified by MPLC. Removal of solvent gave rise to 5-allyl-4-propyl... The yield is 54.4%. Product: C(C=C)C1=C(C2=C(C(OC2)=O)C=C1)CCC (5-allyl-4-propyl-2-benzofuran-1(3H)-one). Run in CCOC(=O)C (EtOAc). RXN SMILES: Br[C:2]1[CH:11]=[CH:10][C:5]2[C:6](=[O:9])[O:7][CH2:8][C:4]=2[C:3]=1[CH2:12][CH2:13][CH3:14].[CH2:15]([Sn](CCCC)(CCCC)CCCC)[CH:16]=[CH2:17].[Cl-].[Li+]>CCOC(C)=O>[CH2:17]([C:2]1[CH:11]=[CH:10][C:5]2[C:6](=[O:9])[O:7][CH2:8][C:4]=2[C:3]=1[CH2:12][CH2:13][CH3:14])[CH:16]=[CH2:15] |f:2.3|. Starting materials: BrC1=C(C2=C(C(OC2)=O)C=C1)CCC (5-bromo-4-propyl-2-benzofuran-1(3H)-one), C(C=C)[Sn](CCCC)(CCCC)CCCC (allyl tri-n-butyltin), [Cl-].[Li+] (lithium chloride). Reactants: COc1cc2c(Cl)ccnc2cc1OCc1ccccc1, ClC(Cl)Cl, Clc1ccccc1, O=[N+]([O-])c1ccc(O)cc1F, [Na+], [OH-]. Yields the product COc1cc2c(Oc3ccc([N+](=O)[O-])c(F)c3)ccnc2cc1OCc1ccccc1. Reaction SMILES: [CH2:1]([c:2]1[cH:3][cH:4][cH:5][cH:6][cH:7]1)[O:8][c:9]1[c:10]([O:20][CH3:21])[cH:11][c:12]2[c:13]([Cl:19])[cH:14][cH:15][n:16][c:17]2[cH:18]1.[CH:33]([Cl:34])([Cl:35])[Cl:36].[Cl:39][c:40]1[cH:41][cH:42][cH:43][cH:44][cH:45]1.[F:22][c:23]1[cH:24][c:25]([OH:32])[cH:26][cH:27][c:28]1[N+:29](=[O:30])[O-:31].[Na+:38].[OH-:37]>>[CH2:1]([c:2]1[cH:3][cH:4][cH:5][cH:6][cH:7]1)[O:8][c:9]1[c:10]([O:20][CH3:21])[cH:11][c:12]2[c:13]([O:32][c:25]3[cH:24][c:23]([F:22])[c:28]([N+:29](=[O:30])[O-:31])[cH:27][cH:26]3)[cH:14][cH:15][n:16][c:17]2[cH:18]1. The reactants are [OH-].[Na+] (sodium hydroxide), C([O-])(O)=O.[Na+] (sodium bicarbonate), Cl (Hydrogen chloride), solution, C(C)(C)(C)OC(NCCCCN1C(=NC=2C(=NC=3C=C(C=CC3C21)Br)N)COCC)=O (tert-butyl[4-(4-amino-7-bromo-2-ethoxymethyl-1H-imidazo[4,5-c]quinolin-1-yl)butyl]carbamate). The solvent is O (water), C(Cl)(Cl)Cl (Chloroform), O1CCOCC1 (1,4-dioxane). Run at time 1 hour. Yields the product NCCCCN1C(=NC=2C(=NC=3C=C(C=CC3C21)Br)N)COCC (1-(4-aminobutyl)-7-bromo-2-ethoxymethyl-1H-imidazo[4,5-c]quinolin-4-amine). Isolated yield 70.3%. RXN SMILES: Cl.C(OC(=O)[NH:8][CH2:9][CH2:10][CH2:11][CH2:12][N:13]1[C:25]2[C:24]3[CH:23]=[CH:22][C:21]([Br:26])=[CH:20][C:19]=3[N:18]=[C:17]([NH2:27])[C:16]=2[N:15]=[C:14]1[CH2:28][O:29][CH2:30][CH3:31])(C)(C)C.[OH-].[Na+].C(=O)(O)[O-].[Na+]>O1CCOCC1.C(Cl)(Cl)Cl.O>[NH2:8][CH2:9][CH2:10][CH2:11][CH2:12][N:13]1[C:25]2[C:24]3[CH:23]=[CH:22][C:21]([Br:26])=[CH:20][C:19]=3[N:18]=[C:17]([NH2:27])[C:16]=2[N:15]=[C:14]1[CH2:28][O:29][CH2:30][CH3:31] |f:2.3,4.5|. Reported procedure: Hydrogen chloride (100 mL of a 4 M solution in 1,4-dioxane) was added to tert-butyl[4-(4-amino-7-bromo-2-ethoxymethyl-1H-imidazo[4,5-c]quinolin-1-yl)butyl]carbamate (10.0 g, 20.3 mmol), and the reaction was stirred for one hour. The reaction was adjusted to pH 11 with the addition of sodium hydroxide pellets in a small amount of water. Chloroform (300 mL) was added followed by saturated aqueous sodium bicarbonate (50 mL). The organic layer was separated, dried over sodium sulfate, filtered, conc...